This data is from the Open Reaction Database (ORD), a public repository of structured organic reaction records. The task is: describe an organic reaction: reactants, conditions, products, and yield The reactants are ClCCN(C1=CC=C(C=C1)NC(=O)NC1=CC(=CC=C1)[N+](=O)[O-])CCCl (1-(4-(bis(2-chloroethyl)amino)phenyl)-3-(3-nitrophenyl)urea). The reagents and catalysts are [Pd] (Pd—C). Solvent: C(C)(=O)OCC (ethyl acetate). Product: NC=1C=C(C=CC1)NC(=O)NC1=CC=C(C=C1)N(CCCl)CCCl (1-(3-aminophenyl)-3-(4-(bis(2-chloroethyl)amino)phenyl)urea). Reaction SMILES: [Cl:1][CH2:2][CH2:3][N:4]([CH2:24][CH2:25][Cl:26])[C:5]1[CH:10]=[CH:9][C:8]([NH:11][C:12]([NH:14][C:15]2[CH:20]=[CH:19][CH:18]=[C:17]([N+:21]([O-])=O)[CH:16]=2)=[O:13])=[CH:7][CH:6]=1>C(OCC)(=O)C.[Pd]>[NH2:21][C:17]1[CH:16]=[C:15]([NH:14][C:12]([NH:11][C:8]2[CH:9]=[CH:10][C:5]([N:4]([CH2:3][CH2:2][Cl:1])[CH2:24][CH2:25][Cl:26])=[CH:6][CH:7]=2)=[O:13])[CH:20]=[CH:19][CH:18]=1. Reported procedure: The solution of compound 45a (3.5 g, 8.8 mmol) in ethyl acetate (100 mL) was hydrogenated with H2 gas in Parr hydrogenator using 10% Pd—C (0.8 g) as a catalyst at 30-35 psi for 6-7 hours. After completion of the reaction, the mixture was filtered through celite pad and filtrate was evaporated to dryness under reduced pressure to afford 1-(3-aminophenyl)-3-(4-(bis(2-chloroethyl)amino)phenyl)urea (46a), 3.0 g (93%); mp 182-183° C. 1H NMR (DMSO-d6) δ: 3.66-3.72 (8H, m, CH2), 5.22 (2H, brs, NH2), 6.... The reactants are CC#N, O=C(O)C(F)(F)S(=O)(=O)F, [Na+], [Na+], [Na+], [Na+], O=S(=O)([O-])[O-], O=C([O-])[O-], O=C(CO)OCc1ccccc1. The product is O=C(COC(F)F)OCc1ccccc1. RXN SMILES: [CH3:36][C:37]#[N:38].[F:20][C:21]([S:22]([F:23])(=[O:24])=[O:25])([C:26]([OH:27])=[O:28])[F:29].[Na+:13].[Na+:14].[Na+:30].[Na+:31].[O-:15][S:16](=[O:17])(=[O:18])[O-:19].[O-:32][C:33](=[O:34])[O-:35].[OH:1][CH2:2][C:3](=[O:4])[O:5][CH2:6][c:7]1[cH:8][cH:9][cH:10][cH:11][cH:12]1>>[O:1]([CH2:2][C:3](=[O:4])[O:5][CH2:6][c:7]1[cH:8][cH:9][cH:10][cH:11][cH:12]1)[CH:21]([F:20])[F:29]. The reactants are C(C)(C)N1N=CC=2C(=CC(=CC12)C=1C=NNC1)C(=O)OC (methyl 1-isopropyl-6-(1H-pyrazol-4-yl)-1H-indazole-4-carboxylate), O (H2O), O[Li].O (LiOH.H2O). Solvent: C1CCOC1 (THF). Run at temperature 80 celsius. Product: C(C)(C)N1N=CC=2C(=CC(=CC12)C=1C=NNC1)C(=O)O (1-isopropyl-6-(1H-pyrazol-4-yl)-1H-indazole-4-carboxylic acid). The yield is 75.7%. As a reaction SMILES: [CH:1]([N:4]1[C:12]2[CH:11]=[C:10]([C:13]3[CH:14]=[N:15][NH:16][CH:17]=3)[CH:9]=[C:8]([C:18]([O:20]C)=[O:19])[C:7]=2[CH:6]=[N:5]1)([CH3:3])[CH3:2].O.O[Li].O>C1COCC1>[CH:1]([N:4]1[C:12]2[CH:11]=[C:10]([C:13]3[CH:14]=[N:15][NH:16][CH:17]=3)[CH:9]=[C:8]([C:18]([OH:20])=[O:19])[C:7]=2[CH:6]=[N:5]1)([CH3:3])[CH3:2] |f:2.3|. Reported procedure: To a stirred solution of methyl 1-isopropyl-6-(1H-pyrazol-4-yl)-1H-indazole-4-carboxylate (750 mg, 2.64 mmol) in THF:H2O (30 mL) was added LiOH.H2O (330 mg, 7.85 mmol) and the resulting mixture was refluxed at 80° C. for 8 h. THF was distilled off under reduced pressure and the aqueous layer was acidified with 10% HCl (to pH ˜5) at 0° C. The precipitated solid was collected by filtration and dried to afford the title compound 1-isopropyl-6-(1H-pyrazol-4-yl)-1H-indazole-4-carboxylic acid as an of...